The task is: describe an organic reaction: reactants, conditions, products, and yield. This data is from the Open Reaction Database (ORD), a public repository of structured organic reaction records. The reactants are C([O-])(O)=O.[Na+] (Sodium bicarbonate), CC=1NNC(C1)=O (3-methyl-3-pyrazolin-5-one), BrCC (bromoethane), ice water. Conditions: temperature 130 celsius. The product is C(C)N1N=C(CC1=O)C (2,4-Dihydro-2-ethyl-5-methyl-3H-pyrazol-3-one). RXN SMILES: [CH3:1][C:2]1[NH:3][NH:4][C:5](=[O:7])[CH:6]=1.Br[CH2:9][CH3:10].C(=O)(O)[O-].[Na+]>>[CH2:9]([N:4]1[C:5](=[O:7])[CH2:6][C:2]([CH3:1])=[N:3]1)[CH3:10] |f:2.3|. Reported procedure: A mixture of 49 g 3-methyl-3-pyrazolin-5-one and 60.0 g bromoethane was sealed in a glass pressure tube and heated in an oil bath at 130° C. for 40 hours. After cooling, the tube was opened and the contents were poured into 200 g ice-water. Sodium bicarbonate (42.00 g) was added in small portions with stirring. The resulting mixture was stirred and heated to 100° C. for 1 hour, cooled to room temperature, and extracted with 10×50 ml portions of chloroform. The combined extracts were dried over a...